From a dataset of the Open Reaction Database (ORD), a public repository of structured organic reaction records. describe an organic reaction: reactants, conditions, products, and yield The reactants are CC(=O)[O-], CC(=O)[O-], ClCCCl, CC(O)C1C(=O)NC1C(C)C(=O)C(=[N+]=[N-])C(=O)OCc1ccc([N+](=O)[O-])cc1, [Rh+2]. Yields the product CC(O)C1C(=O)N2C(C(=O)OCc3ccc([N+](=O)[O-])cc3)C(=O)C(C)C12. Reaction SMILES: [C:33]([O-:34])(=[O:35])[CH3:36].[C:38]([O-:39])(=[O:40])[CH3:41].[Cl:29][CH2:30][CH2:31][Cl:32].[N+:1](=[N-:2])=[C:3]([C:4](=[O:5])[O:6][CH2:7][c:8]1[cH:9][cH:10][c:11]([N+:14](=[O:15])[O-:16])[cH:12][cH:13]1)[C:17]([CH:18]([CH3:19])[CH:20]1[NH:21][C:22](=[O:27])[CH:23]1[CH:24]([CH3:25])[OH:26])=[O:28].[Rh+2:37]>>[CH:3]1([C:4](=[O:5])[O:6][CH2:7][c:8]2[cH:9][cH:10][c:11]([N+:14](=[O:15])[O-:16])[cH:12][cH:13]2)[C:17](=[O:28])[CH:18]([CH3:19])[CH:20]2[N:21]1[C:22](=[O:27])[CH:23]2[CH:24]([CH3:25])[OH:26]. Reactants: C(C)(C)C1C=2N(CCN1C1=NC=C(C(=N1)C(F)(F)F)C(=O)OCC)C1=C(N2)C=CC(=C1)S(=O)(=O)C (ethyl 2-(1-isopropyl-7-(methylsulfonyl)-3,4-dihydrobenzo[4,5]imidazo[1,2-a]pyrazin-2(1H)-yl)-4-(trifluoromethyl)pyrimidine-5-carboxylate), [OH-].[Na+] (NaOH), Cl (HCl). Solvent: CO (MeOH), O (H2O), O (water). Run at time 8 hour. The product is C(C)(C)C1C=2N(CCN1C1=NC=C(C(=N1)C(F)(F)F)C(=O)O)C1=C(N2)C=CC(=C1)S(=O)(=O)C (2-(1-isopropyl-7-(methylsulfonyl)-3,4-dihydrobenzo[4,5]imidazo[1,2-a]pyrazin-2(1H)-yl)-4-(trifluoromethyl)pyrimidine-5-carboxylic acid). Yield: 103.4%. RXN SMILES: [CH:1]([CH:4]1[N:9]([C:10]2[N:15]=[C:14]([C:16]([F:19])([F:18])[F:17])[C:13]([C:20]([O:22]CC)=[O:21])=[CH:12][N:11]=2)[CH2:8][CH2:7][N:6]2[C:25]3[CH:31]=[C:30]([S:32]([CH3:35])(=[O:34])=[O:33])[CH:29]=[CH:28][C:26]=3[N:27]=[C:5]12)([CH3:3])[CH3:2].[OH-].[Na+].Cl>CO.O>[CH:1]([CH:4]1[N:9]([C:10]2[N:15]=[C:14]([C:16]([F:19])([F:18])[F:17])[C:13]([C:20]([OH:22])=[O:21])=[CH:12][N:11]=2)[CH2:8][CH2:7][N:6]2[C:25]3[CH:31]=[C:30]([S:32]([CH3:35])(=[O:33])=[O:34])[CH:29]=[CH:28][C:26]=3[N:27]=[C:5]12)([CH3:3])[CH3:2] |f:1.2|. Procedure details: To a solution of ethyl 2-(1-isopropyl-7-(methylsulfonyl)-3,4-dihydrobenzo[4,5]imidazo[1,2-a]pyrazin-2(1H)-yl)-4-(trifluoromethyl)pyrimidine-5-carboxylate (20 mg, 0.04 mmol, prepared according to example 3) in MeOH (3 mL), H2O (1 mL) was added NaOH (4.7 mg, 0.12 mmol). The mixture was stirred at rt overnight. The mixture was diluted with water (10 mL), acidified with 1N HCl to pH=3-4 and extracted with EtOAc (3×10 mL). The combined organic layers were washed with brine (10 mL), dried over anhydro...